Dataset: the Open Reaction Database (ORD), a public repository of structured organic reaction records. Task: describe an organic reaction: reactants, conditions, products, and yield The reactants are CCO, CN1C(=O)C(C)(C)CN(C2CCC(F)(F)C2)c2nc(Cl)ncc21, Cl, COc1cc(C(=O)NC2CC2)ccc1N, O. Product: COc1cc(C(=O)NC2CC2)ccc1Nc1ncc2c(n1)N(C1CCC(F)(F)C1)CC(C)(C)C(=O)N2C. Reaction SMILES: [CH3:40][CH2:41][OH:42].[Cl:2][c:3]1[n:4][cH:5][c:6]2[c:7]([n:24]1)[N:8]([CH:17]1[CH2:18][C:19]([F:22])([F:23])[CH2:20][CH2:21]1)[CH2:9][C:10]([CH3:15])([CH3:16])[C:11](=[O:14])[N:12]2[CH3:13].[ClH:1].[NH2:25][c:26]1[c:27]([O:38][CH3:39])[cH:28][c:29]([C:30](=[O:31])[NH:32][CH:33]2[CH2:34][CH2:35]2)[cH:36][cH:37]1.[OH2:43]>>[c:3]1([NH:25][c:26]2[c:27]([O:38][CH3:39])[cH:28][c:29]([C:30](=[O:31])[NH:32][CH:33]3[CH2:34][CH2:35]3)[cH:36][cH:37]2)[n:4][cH:5][c:6]2[c:7]([n:24]1)[N:8]([CH:17]1[CH2:18][C:19]([F:22])([F:23])[CH2:20][CH2:21]1)[CH2:9][C:10]([CH3:15])([CH3:16])[C:11](=[O:14])[N:12]2[CH3:13]. Starting materials: N-[4-(3-aminopropyl)aminobutyl]-2-(9-guanidinonoanamido)-2-methoxyethanamide trihydrochloride, Cl.Cl.Cl.NCCCNCCCCNC(C(O)NC(CCCCCCCCNC(=N)N)=O)=O (N-[4-(3-aminopropyl)aminobutyl]-2-(9-guanidinononanamido)-2-hydroxyethanamide trihydrochloride), Cl.CO (hydrogen chloride methanol). Run in CO (methanol). Reaction conditions: time 8 hour. The product is NCCCNCCCCNC(C(OC)NC(CCCCCCCCNC(=N)N)=O)=O (N-[4-(3-aminopropyl)aminobutyl]-2-(9-guanidinononanamido)-2-methoxyethanamide). The yield is 65.0%. RXN SMILES: Cl.Cl.Cl.[NH2:4][CH2:5][CH2:6][CH2:7][NH:8][CH2:9][CH2:10][CH2:11][CH2:12][NH:13][C:14](=[O:32])[CH:15]([NH:17][C:18](=[O:31])[CH2:19][CH2:20][CH2:21][CH2:22][CH2:23][CH2:24][CH2:25][CH2:26][NH:27][C:28]([NH2:30])=[NH:29])[OH:16].Cl.[CH3:34]O>CO>[NH2:4][CH2:5][CH2:6][CH2:7][NH:8][CH2:9][CH2:10][CH2:11][CH2:12][NH:13][C:14](=[O:32])[CH:15]([NH:17][C:18](=[O:31])[CH2:19][CH2:20][CH2:21][CH2:22][CH2:23][CH2:24][CH2:25][CH2:26][NH:27][C:28]([NH2:30])=[NH:29])[O:16][CH3:34] |f:0.1.2.3,4.5|. Procedure details: To a solution of 160 mg (0.31 mmole) of N-[4-(3-aminopropyl)aminobutyl]-2-(9-guanidinononanamido)-2-hydroxyethanamide trihydrochloride in 3.2 ml of anhydrous methanol was added 0.32 ml of 2N hydrogen chloride-methanol. The mixture was stirred overnight at room temperature. The reaction mixture was concentrated under reduced pressure and the resulting white powder was purified in a manner as that in Example 7, using CM-Sephadex® C-25 (Na-type) and Sephadex® LH-20 to yield 107 mg (65% yield) of a ...